Dataset: the Open Reaction Database (ORD), a public repository of structured organic reaction records. Task: describe an organic reaction: reactants, conditions, products, and yield Starting materials: C(C1=CC=CC=C1)N1CC(C(CC1)=O)C1=CC(=C(C=C1)Cl)F (1-benzyl-3-(4-chloro-3-fluoro-phenyl)-piperidin-4-one), N1CCOCC1 (morpholine), FC(C=1C=C(C(=O)Cl)C=C(C1)C(F)(F)F)(F)F (3,5-bistrifluoromethyl-benzoyl chloride). The product is FC(C=1C=C(C=C(C1)C(F)(F)F)C(=O)N1C[C@H]([C@H](CC1)N1CCOCC1)C1=CC(=C(C=C1)Cl)F)(F)F (Rac-cis-(3,5-Bis-trifluoromethyl-phenyl)-[3-(4-chloro-3-fluoro-phenyl)-4-morpholin-4-yl-piperidin-1-yl]-methanone). As a reaction SMILES: C([N:8]1[CH2:13][CH2:12][C:11](=O)[CH:10]([C:15]2[CH:20]=[CH:19][C:18]([Cl:21])=[C:17]([F:22])[CH:16]=2)[CH2:9]1)C1C=CC=CC=1.[NH:23]1[CH2:28][CH2:27][O:26][CH2:25][CH2:24]1.[F:29][C:30]([F:45])([F:44])[C:31]1[CH:32]=[C:33]([CH:37]=[C:38]([C:40]([F:43])([F:42])[F:41])[CH:39]=1)[C:34](Cl)=[O:35]>>[F:29][C:30]([F:45])([F:44])[C:31]1[CH:32]=[C:33]([C:34]([N:8]2[CH2:13][CH2:12][C@H:11]([N:23]3[CH2:28][CH2:27][O:26][CH2:25][CH2:24]3)[C@H:10]([C:15]3[CH:20]=[CH:19][C:18]([Cl:21])=[C:17]([F:22])[CH:16]=3)[CH2:9]2)=[O:35])[CH:37]=[C:38]([C:40]([F:43])([F:42])[F:41])[CH:39]=1. Procedure details: The title compound, MS: m/e=539.3 (M+H+), was prepared in accordance with the general method of example 26 from 1-benzyl-3-(4-chloro-3-fluoro-phenyl)-piperidin-4-one, morpholine and 3,5-bistrifluoromethyl-benzoyl chloride.